Dataset: the Open Reaction Database (ORD), a public repository of structured organic reaction records. Task: describe an organic reaction: reactants, conditions, products, and yield The reactants are [Al+3], CC(=O)C1CN(Cc2ccccc2)CC1c1ccc(Cl)c(Cl)c1, C1CCOC1, [H-], [H-], [H-], [H-], [Li+]. Product: CC(O)C1CN(Cc2ccccc2)CC1c1ccc(Cl)c(Cl)c1. As a reaction SMILES: [Al+3:25].[CH2:1]([c:2]1[cH:3][cH:4][cH:5][cH:6][cH:7]1)[N:8]1[CH2:9][CH:10]([C:21]([CH3:22])=[O:23])[CH:11]([c:13]2[cH:14][c:15]([Cl:20])[c:16]([Cl:19])[cH:17][cH:18]2)[CH2:12]1.[CH2:30]1[O:31][CH2:32][CH2:33][CH2:34]1.[H-:24].[H-:27].[H-:28].[H-:29].[Li+:26]>>[CH2:1]([c:2]1[cH:3][cH:4][cH:5][cH:6][cH:7]1)[N:8]1[CH2:9][CH:10]([CH:21]([CH3:22])[OH:23])[CH:11]([c:13]2[cH:14][c:15]([Cl:20])[c:16]([Cl:19])[cH:17][cH:18]2)[CH2:12]1. The reactants are CCCCO, COc1ccccc1C(=O)c1ccccc1OC, NN, O, O. RXN SMILES: [CH2:23]([OH:24])[CH2:25][CH2:26][CH3:27].[CH3:1][O:2][c:3]1[c:4]([C:5](=[O:6])[c:7]2[c:8]([O:13][CH3:14])[cH:9][cH:10][cH:11][cH:12]2)[cH:15][cH:16][cH:17][cH:18]1.[NH2:20][NH2:21].[OH2:19].[OH2:22]>>[CH3:1][O:2][c:3]1[c:4]([C:5]([c:7]2[c:8]([O:13][CH3:14])[cH:9][cH:10][cH:11][cH:12]2)=[N:20][NH2:21])[cH:15][cH:16][cH:17][cH:18]1. Yields the product COc1ccccc1C(=NN)c1ccccc1OC. The reactants are CO, Cn1cc(C(=O)O)c2ccc([N+](=O)[O-])cc21, [Na+], [OH-], O. Yields the product Cn1cc(C(=O)O)c2ccc(N)cc21. Reaction SMILES: [CH3:19][OH:20].[N+:1]([O-:2])(=[O:3])[c:4]1[cH:5][cH:6][c:7]2[c:8]([C:14](=[O:15])[OH:16])[cH:9][n:10]([CH3:13])[c:11]2[cH:12]1.[Na+:18].[OH-:17].[OH2:21]>>[NH2:1][c:4]1[cH:5][cH:6][c:7]2[c:8]([C:14](=[O:15])[OH:16])[cH:9][n:10]([CH3:13])[c:11]2[cH:12]1.